This data is from the Open Reaction Database (ORD), a public repository of structured organic reaction records. The task is: describe an organic reaction: reactants, conditions, products, and yield The reactants are ClC1=C(C(=O)Cl)C=CC=C1 (2-chlorobenzoyl chloride), ClC1=C(C=CC(=C1)Cl)C1=NC(=NC=C1C=1NC=CN1)NCCNC1=NC=C(C=C1)[N+](=O)[O-] ([4-(2,4-dichlorophenyl)-5-imidazol-2-ylpyrimidin-2-yl]{2-[(5-nitro(2-pyridyl))amino]ethyl}amine). Yields the product ClC1=C(C=CC=C1)C1=NC(=NC=C1C=1NC=CN1)NCCNC1=NC=C(C=C1)[N+](=O)[O-] ([4-(2-chlorophenyl)-5-imidazol-2-ylpyrimidin-2-yl]{2-[(5-nitro(2-pyridyl))amino]ethyl}amine). RXN SMILES: ClC1C=CC=CC=1C(Cl)=O.[Cl:11][C:12]1[CH:17]=[C:16](Cl)[CH:15]=[CH:14][C:13]=1[C:19]1[C:24]([C:25]2[NH:26][CH:27]=[CH:28][N:29]=2)=[CH:23][N:22]=[C:21]([NH:30][CH2:31][CH2:32][NH:33][C:34]2[CH:39]=[CH:38][C:37]([N+:40]([O-:42])=[O:41])=[CH:36][N:35]=2)[N:20]=1>>[Cl:11][C:12]1[CH:17]=[CH:16][CH:15]=[CH:14][C:13]=1[C:19]1[C:24]([C:25]2[NH:26][CH:27]=[CH:28][N:29]=2)=[CH:23][N:22]=[C:21]([NH:30][CH2:31][CH2:32][NH:33][C:34]2[CH:39]=[CH:38][C:37]([N+:40]([O-:42])=[O:41])=[CH:36][N:35]=2)[N:20]=1. Procedure details: [4-(2-chlorophenyl)-5-imidazol-2-ylpyrimidin-2-yl]{2-[(5-nitro(2-pyridyl))amino]ethyl}amine was prepared from 2-chlorobenzoyl chloride using the general method for [4-(2,4-dichlorophenyl)-5-imidazol-2-ylpyrimidin-2-yl]{2-[(5-nitro(2-pyridyl))amino]ethyl}amine.